Task: describe an organic reaction: reactants, conditions, products, and yield. Dataset: the Open Reaction Database (ORD), a public repository of structured organic reaction records The reactants are [H][H] (hydrogen), [C@@H]1(CC[C@@H](CO)O1)N1C=NC=2C(O)=NC=NC12 (2',3'-dideoxyinosine), CO (methanol). Reagents/catalysts: [C].[Pd] (palladium carbon). The solvent is C(C)N(CC)CC (triethylamine). Product: [C@@H]1([C@H](O)C[C@@H](CO)O1)N1C=NC=2C(O)=NC=NC12 (3'-deoxyinosine). RXN SMILES: [H][H].[C@@H:3]1([N:10]2[C:19]3[N:18]=[CH:17][N:16]=[C:14]([OH:15])[C:13]=3[N:12]=[CH:11]2)[O:9][C@H:6]([CH2:7][OH:8])[CH2:5][CH2:4]1.C[OH:21]>C(N(CC)CC)C.[C].[Pd]>[C@@H:3]1([N:10]2[C:19]3[N:18]=[CH:17][N:16]=[C:14]([OH:15])[C:13]=3[N:12]=[CH:11]2)[O:9][C@H:6]([CH2:7][OH:8])[CH2:5][C@H:4]1[OH:21] |f:4.5|. Procedure: Br--AcO--HxR, 415 mg (1.0 mmol), was dissolved in 30 ml of methanol containing 0.24 ml of triethylamine and 170 mg of 10% palladium carbon was added to the solution. While stirring the mixture at room temperature, hydrogen gas was passed in a flow rate of 40 ml/min. After the palladium carbon was filtered off, the filtrate was washed with ethanol and the solvent was distilled off under reduced pressure. The residue was dissolved in 8 ml of methanol and 0.54 ml of 28% sodium methoxide (methanolic... Reactants: BrC=1C=CC2=C(C=C(CCN2CC(C)=O)C(=O)OC)C1 (methyl 7-bromo-1-(2-oxopropyl)-2,3-dihydro-1H-1-benzazepine-4-carboxylate), C(CO)O (ethylene glycol). Reagents/catalysts: O.C1(=CC=C(C=C1)S(=O)(=O)O)C (p-toluenesulfonic acid monohydrate). Solvent: C1(=CC=CC=C1)C (toluene). Product: BrC=1C=CC2=C(C=C(CCN2CC2(OCCO2)C)C(=O)OC)C1 (methyl 7-bromo-1-[(2-methyl-1,3-dioxolan-2-yl)methyl]-2,3-dihydro-1H-1-benzazepine-4-carboxylate). Yield: 68.0%. RXN SMILES: [Br:1][C:2]1[CH:3]=[CH:4][C:5]2[N:11]([CH2:12][C:13](=[O:15])[CH3:14])[CH2:10][CH2:9][C:8]([C:16]([O:18][CH3:19])=[O:17])=[CH:7][C:6]=2[CH:20]=1.[CH2:21](O)[CH2:22][OH:23]>C1(C)C=CC=CC=1.O.C1(C)C=CC(S(O)(=O)=O)=CC=1>[Br:1][C:2]1[CH:3]=[CH:4][C:5]2[N:11]([CH2:12][C:13]3([CH3:14])[O:23][CH2:22][CH2:21][O:15]3)[CH2:10][CH2:9][C:8]([C:16]([O:18][CH3:19])=[O:17])=[CH:7][C:6]=2[CH:20]=1 |f:3.4|. Reported procedure: A solution of methyl 7-bromo-1-(2-oxopropyl)-2,3-dihydro-1H-1-benzazepine-4-carboxylate (1.29 g), ethylene glycol (2.3 g) and p-toluenesulfonic acid monohydrate (36 mg) in toluene (10 ml) was heated to reflux for 3 days while removing water. After cooled to room temperature, an aqueous solution of sodium hydrogen carbonate was added to alkaline, and the mixture was extracted with ethyl acetate. The organic layer was washed with saturated brine and dried with magnesium sulfate. After concentratio... Reactants: C(C(=C)C)(=O)O (methacrylic acid), O1CCCC=C1 (dihydropyran), C([O-])(O)=O.[Na+] (sodium bicarbonate), Cl (hydrochloric acid). The reagents and catalysts are [N+](=O)([O-])C1=C(C=CC(=C1)[N+](=O)[O-])C (2,4-dinitrotoluene), Cl (hydrochloric acid). Run at temperature 50 celsius, time 25 hour. Yields the product C(C(=C)C)(=O)OC1OCCCC1 (tetrahydropyran-2-yl methacrylate). Isolated yield 91.0%. RXN SMILES: [C:1]([OH:6])(=[O:5])[C:2]([CH3:4])=[CH2:3].[O:7]1[CH:12]=[CH:11][CH2:10][CH2:9][CH2:8]1.Cl.C(=O)(O)[O-].[Na+]>[N+](C1C=C([N+]([O-])=O)C=CC=1C)([O-])=O.Cl>[C:1]([O:6][CH:8]1[CH2:9][CH2:10][CH2:11][CH2:12][O:7]1)(=[O:5])[C:2]([CH3:4])=[CH2:3] |f:3.4|. Reported procedure: to a solution of 25.8 g (0.3 mol) methacrylic acid and 1.8 g (0.011 mol) 2,4-dinitrotoluene in 25.2 g (0.3 mol) dihydropyran was added 0.05 ml (0.0015 mol) concentrated hydrochloric acid. The reaction mixture was allowed to stir at 50° C. for 25 hr. The hydrochloric acid was neutralized with solid sodium bicarbonate and the mixture was filtered. The filtrate was distilled to give 46.5 g (0.273 mol, 91% yield) tetrahydropyran-2-yl methacrylate, bp 50° C. at 0.15 torr. The reactants are COC(CC=CC=O)OC (5,5,-dimethoxypent-2-enal), [H-].C(C(C)C)[Al+]CC(C)C (diisobutylaluminum hydride). Product: COC(CC=CCO)OC (5,5-dimethoxypent-2-en-1-ol). Reaction SMILES: [CH3:1][O:2][CH:3]([O:9][CH3:10])[CH2:4][CH:5]=[CH:6][CH:7]=[O:8].[H-].C([Al+]CC(C)C)C(C)C>>[CH3:1][O:2][CH:3]([O:9][CH3:10])[CH2:4][CH:5]=[CH:6][CH2:7][OH:8] |f:1.2|. Procedure: reducing 5,5,-dimethoxypent-2-enal with diisobutylaluminum hydride to form 5,5-dimethoxypent-2-en-1-ol; The reactants are COc1ccc(N)c(N)c1, CN1CCC(N=C=S)CC1, C1CCOC1. The product is COc1ccc(N)c(NC(=S)NC2CCN(C)CC2)c1. Reaction SMILES: [CH3:11][O:12][c:13]1[cH:14][c:15]([NH2:20])[c:16]([NH2:19])[cH:17][cH:18]1.[N:1](=[C:2]=[S:3])[CH:4]1[CH2:5][CH2:6][N:7]([CH3:10])[CH2:8][CH2:9]1.[O:21]1[CH2:22][CH2:23][CH2:24][CH2:25]1>>[NH:1]([C:2](=[S:3])[NH:20][c:15]1[cH:14][c:13]([O:12][CH3:11])[cH:18][cH:17][c:16]1[NH2:19])[CH:4]1[CH2:5][CH2:6][N:7]([CH3:10])[CH2:8][CH2:9]1. The reactants are C(C)(=O)OCC (ethyl acetate), O(C1=CC=CC=C1)C1=CC=C(C=O)C=C1 (4-Phenoxybenzaldehyde), CN (methylamine). Reagents/catalysts: [Pd] (Pd/C). Run in CO (methanol). Product: CNCC1=CC=C(C=C1)OC1=CC=CC=C1 (N-Methyl-N-(4-phenoxybenzyl)amine). Yield: 80.0%. As a reaction SMILES: [O:1]([C:8]1[CH:15]=[CH:14][C:11]([CH:12]=O)=[CH:10][CH:9]=1)[C:2]1[CH:7]=[CH:6][CH:5]=[CH:4][CH:3]=1.[CH3:16][NH2:17].C(OCC)(=O)C>CO.[Pd]>[CH3:16][NH:17][CH2:12][C:11]1[CH:14]=[CH:15][C:8]([O:1][C:2]2[CH:7]=[CH:6][CH:5]=[CH:4][CH:3]=2)=[CH:9][CH:10]=1. Procedure details: 4-Phenoxybenzaldehyde (10.0 g, 0.05 mol), excess methylamine and 1.5 g of 10% Pd/C in 200 mL of methanol were stirred under an atmosphere of hydrogen for 16 hours. After removal of the catalyst by filtration through Celite®, the filtrate was concentrated under reduced pressure to give the crude product as an oil. Chromatography on silica gel eluting with ethyl acetate gave the title compound in 80% yield. Starting materials: C1(=CC=C(C=C1)CCN)C (2-p-tolyl-ethylamine), C(C)(=O)OC(C)=O (acetic anhydride). Yields the product C1(=CC=C(C=C1)CCNC(C)=O)C (N-(2-p-Tolyl-ethyl)-acetamide). Reaction SMILES: [C:1]1([CH3:10])[CH:6]=[CH:5][C:4]([CH2:7][CH2:8][NH2:9])=[CH:3][CH:2]=1.[C:11](OC(=O)C)(=[O:13])[CH3:12]>>[C:1]1([CH3:10])[CH:6]=[CH:5][C:4]([CH2:7][CH2:8][NH:9][C:11](=[O:13])[CH3:12])=[CH:3][CH:2]=1. Procedure: In close analogy to the procedure described above, 2-p-tolyl-ethylamine is reacted with acetic anhydride to provide the title compound. The reactants are CCCCc1nc2cccc(CCl)c2n1Cc1ccc(-c2ccccc2C#N)cc1, N#C[Na], CN(C)C=O, O. Product: CCCCc1nc2cccc(CC#N)c2n1Cc1ccc(-c2ccccc2C#N)cc1. Reaction SMILES: [CH2:1]([CH2:2][CH2:3][CH3:4])[c:5]1[n:6][c:7]2[c:8]([n:9]1[CH2:10][c:11]1[cH:12][cH:13][c:14](-[c:17]3[c:18]([C:23]#[N:24])[cH:19][cH:20][cH:21][cH:22]3)[cH:15][cH:16]1)[c:25]([CH2:29][Cl:30])[cH:26][cH:27][cH:28]2.[Na:31][C:32]#[N:33].[O:35]=[CH:36][N:37]([CH3:38])[CH3:39].[OH2:34]>>[CH2:1]([CH2:2][CH2:3][CH3:4])[c:5]1[n:6][c:7]2[c:8]([n:9]1[CH2:10][c:11]1[cH:12][cH:13][c:14](-[c:17]3[c:18]([C:23]#[N:24])[cH:19][cH:20][cH:21][cH:22]3)[cH:15][cH:16]1)[c:25]([CH2:29][C:32]#[N:33])[cH:26][cH:27][cH:28]2. Starting materials: BrCC(=O)OCC (ethyl bromoacetate), OC1=CC=C(C=O)C=C1 (4-hydroxy benzaldehyde), C([O-])([O-])=O.[K+].[K+] (Potassium Carbonate). Solvent: CC(=O)C (acetone). Yields the product C(C)C1=CC(=C(C=O)C=C1)OC(C)=O (4-Ethyl acetoxy benzaldehyde). RXN SMILES: Br[CH2:2][C:3]([O:5][CH2:6][CH3:7])=[O:4].OC1[CH:16]=[CH:15][C:12]([CH:13]=O)=[CH:11][CH:10]=1.[C:17](=O)([O-])[O-:18].[K+].[K+]>CC(C)=O>[CH2:15]([C:12]1[CH:11]=[CH:10][C:7]([CH:17]=[O:18])=[C:6]([O:5][C:3](=[O:4])[CH3:2])[CH:13]=1)[CH3:16] |f:2.3.4|. Procedure details: 4-Ethyl acetoxy benzaldehyde was prepared by the reaction of one mole of ethyl bromoacetate with one mole of 4-hydroxy benzaldehyde in the presence of one mole of anhydrous Potassium Carbonate in refluxing acetone. This precursor material was vacuum distilled after filtration and concentration of the reaction mixture. The precursor boiled in the range 138°-140° C. at 0.2 mbar and appeared as a slightly yellowish liquid which crystallized on standing. Reactants: [OH-].[K+] (KOH), C(C)OC(C(C(=O)OCC)CC=1C=NC(=C(C1)C=C)NC(=O)OC(C)(C)C)=O (2-(6-tert-butoxycarbonylamino-5-vinyl-pyridin-3-ylmethyl)-malonic acid diethyl ester). Solvent: C(C)O (ethanol), C(C)O (ethanol), ClCCl (dichloromethane). Run at time 6 hour. Yields the product C(C)OC(C(C(=O)O)CC=1C=NC(=C(C1)C=C)NC(=O)OC(C)(C)C)=O (2-(6tert-butoxycarbonylamino5-vinyl-pyridin-3-ylmethyl)-malonic acid monoethyl ester). The yield is 76.1%. Reaction SMILES: [OH-].[K+].[CH2:3]([O:5][C:6](=[O:30])[CH:7]([CH2:13][C:14]1[CH:15]=[N:16][C:17]([NH:22][C:23]([O:25][C:26]([CH3:29])([CH3:28])[CH3:27])=[O:24])=[C:18]([CH:20]=[CH2:21])[CH:19]=1)[C:8]([O:10]CC)=[O:9])[CH3:4]>C(O)C.ClCCl>[CH2:3]([O:5][C:6](=[O:30])[CH:7]([CH2:13][C:14]1[CH:15]=[N:16][C:17]([NH:22][C:23]([O:25][C:26]([CH3:29])([CH3:28])[CH3:27])=[O:24])=[C:18]([CH:20]=[CH2:21])[CH:19]=1)[C:8]([OH:10])=[O:9])[CH3:4] |f:0.1|. Reported procedure: A solution of KOH (0.71 g, 12.6 mmol, 85%) in ethanol (10 ml) was added to a solution of 2-(6-tert-butoxycarbonylamino-5-vinyl-pyridin-3-ylmethyl)-malonic acid diethyl ester (4.30 g, 11.0 mmol) in ethanol (25 ml) and dichloromethane (10 ml) at 0° C. The mixture was stirred for 6 h at room temperature. The solvent was evaporated in vacuo and the residue dissolved in water. The aqueous layer was washed with ether, acidified to pH 4 by 1 M HCl and extracted with dichloromethane. The organic layer w...